describe an organic reaction: reactants, conditions, products, and yield From a dataset of the Open Reaction Database (ORD), a public repository of structured organic reaction records. Starting materials: C(C)O (Ethanol), [OH-].[Na+] (sodium hydroxide), C(C1=CC=CC=C1)OC1=CC(=C(C(=O)OCC2=CC=CC=C2)C=C1)Cl (benzyl 4-benzyloxy-2-chlorobenzoate). The solvent is O1CCOCC1 (1,4-dioxane). Run at temperature 70 celsius, time 1.5 hour. Yields the product C(C1=CC=CC=C1)OC1=CC(=C(C(=O)O)C=C1)Cl (4-Benzyloxy-2-chlorobenzoic acid). Yield: 97.1%. As a reaction SMILES: C(O)C.[OH-].[Na+].[CH2:6]([O:13][C:14]1[CH:29]=[CH:28][C:17]([C:18]([O:20]CC2C=CC=CC=2)=[O:19])=[C:16]([Cl:30])[CH:15]=1)[C:7]1[CH:12]=[CH:11][CH:10]=[CH:9][CH:8]=1>O1CCOCC1>[CH2:6]([O:13][C:14]1[CH:29]=[CH:28][C:17]([C:18]([OH:20])=[O:19])=[C:16]([Cl:30])[CH:15]=1)[C:7]1[CH:8]=[CH:9][CH:10]=[CH:11][CH:12]=1 |f:1.2|. Reported procedure: Ethanol (8.8 ml), 1,4-dioxane (2.2 ml) and a 1N aqueous sodium hydroxide solution (4.7 ml) were added to benzyl 4-benzyloxy-2-chlorobenzoate (1.12 g). The mixture was stirred at 70° C. for 1.5 hr. The solvent was evaporated and water was added to the residue to dissolve the same. After washing with ether, the aqueous layer was acidified with 1N hydrochloric acid, and the resulting precipitate was collected by filtration to give the objective compound (810 mg) as a pale-yellow powder. Starting materials: S(=O)(=O)(OC)OC (dimethyl sulfate), C([O-])(O)=O.[Na+] (sodium bicarbonate), FC(C1=C(C(=O)O)C(=CC=C1)C(F)(F)F)(F)F (2,6-bis-trifluoromethyl-benzoic acid), [OH-].[Na+] (sodium hydroxide), S(=O)(=O)(OC)OC (dimethyl sulfate). Solvent: O1CCCC1 (tetrahydrofuran). Reaction conditions: temperature 0 celsius, time 1 hour. The product is FC(C1=C(C(=O)OC)C(=CC=C1)C(F)(F)F)(F)F (methyl 2,6-bis-trifluoromethyl-benzoate). RXN SMILES: [F:1][C:2]([F:17])([F:16])[C:3]1[CH:11]=[CH:10][CH:9]=[C:8]([C:12]([F:15])([F:14])[F:13])[C:4]=1[C:5]([OH:7])=[O:6].[OH-].[Na+].S(OC)(O[CH3:24])(=O)=O.C(=O)(O)[O-].[Na+]>O1CCCC1>[F:1][C:2]([F:16])([F:17])[C:3]1[CH:11]=[CH:10][CH:9]=[C:8]([C:12]([F:13])([F:15])[F:14])[C:4]=1[C:5]([O:7][CH3:24])=[O:6] |f:1.2,4.5|. Reported procedure: A solution of 6 g of 2,6-bis-trifluoromethyl-benzoic acid, 60 ml of tetrahydrofuran and 11.58 ml of a 2N sodium hydroxide solution was stirred for 30 minutes at 20° C. and after the reaction medium was cooled to 0° C., 4.26 ml of dimethyl sulfate were added. The mixture was stirred for 1 hour at 20° C. and another 2.1 ml of dimethyl sulfate were added. The reaction mixture was stirred for 24 hours at 20° C. and was then poured into an aqueous solution of sodium bicarbonate, extracted with isopro...